From a dataset of the Open Reaction Database (ORD), a public repository of structured organic reaction records. describe an organic reaction: reactants, conditions, products, and yield Starting materials: OC1CCNCC1 (4-hydroxypiperidine), C1(CC1)NC(=O)N1C=CC2=CC(=CC=C12)OC1=CC(=NC=C1)NC(OC1=CC=CC=C1)=O (phenyl N-(4-(1-cyclopropylaminocarbonyl-1H-5-indolyl)oxy-2-pyridyl)carbamate), C1(CC1)NC(=O)N1C=CC2=CC(=CC=C12)OC1=CC(=NC=C1)NC(=O)N1CCC(CC1)N1CCCC1 (N1-Cyclopropyl-5-(2-(((4-(pyrrolidin-1-yl)piperidin-1-yl)carbonyl)amino)pyridin-4-yloxy)-1H-1-indolecarboxamide). Solvent: CN(C=O)C (N,N-Dimethylformamide). Conditions: time 8 hour. The product is C1(CC1)NC(=O)N1C=CC2=CC(=CC=C12)OC1=CC(=NC=C1)NC(=O)N1CCC(CC1)O (N1-Cyclopropyl-5-(2-((4-hydroxypiperidino)carbonyl)amino-4-pyridyl)oxy-1H-1-indolecarboxamide). Yield: 46.5%. Reaction SMILES: [OH:1][CH:2]1[CH2:7][CH2:6][NH:5][CH2:4][CH2:3]1.[CH:8]1([NH:11][C:12]([N:14]2[C:22]3[C:17](=[CH:18][C:19]([O:23][C:24]4[CH:29]=[CH:28][N:27]=[C:26]([NH:30][C:31](=[O:39])OC5C=CC=CC=5)[CH:25]=4)=[CH:20][CH:21]=3)[CH:16]=[CH:15]2)=[O:13])[CH2:10][CH2:9]1.C1(NC(N2C3C(=CC(OC4C=CN=C(NC(N5CCC(N6CCCC6)CC5)=O)C=4)=CC=3)C=C2)=O)CC1>CN(C)C=O>[CH:8]1([NH:11][C:12]([N:14]2[C:22]3[C:17](=[CH:18][C:19]([O:23][C:24]4[CH:29]=[CH:28][N:27]=[C:26]([NH:30][C:31]([N:5]5[CH2:6][CH2:7][CH:2]([OH:1])[CH2:3][CH2:4]5)=[O:39])[CH:25]=4)=[CH:20][CH:21]=3)[CH:16]=[CH:15]2)=[O:13])[CH2:9][CH2:10]1. Reported procedure: N,N-Dimethylformamide (5 ml) and 4-hydroxypiperidine (433 mg, 4.29 mmol) were added to a mixture (470 mg) of phenyl N-(4-(1-cyclopropylaminocarbonyl-1H-5-indolyl)oxy-2-pyridyl)carbamate and phenyl N-(4-(1-cyclopropylaminocarbonyl-1H-5-indolyl)oxy-2-pyridyl)-N-(phenoxycarbonyl)carbamate obtained in Example 68; the reaction mixture was stirred overnight; the reaction mixture was partitioned between ethyl acetate and water; and the organic layer was concentrated to yield the title compound as white... Reactants: C1=C(C=CC2=CC=CC=C12)O (β-naphthol), [OH-].[Na+] (sodium hydroxide), [OH-].[K+] (potassium hydroxide), C1C=CN(C=C1C(=O)N)C2C(C(C(O2)COP(=O)([O-])OP(=O)([O-])OCC3C(C(C(O3)N4C=NC5=C4N=CN=C5N)OP(=O)([O-])[O-])O)O)O.[Na+].[Na+].[Na+].[Na+] (tetrasodium), C(CN(CC(=O)O)CC(=O)O)N(CC(=O)O)CC(=O)O (ethylenediaminetetraacetic acid). Product: OC1=CC2=CC=CC=C2C=C1C(=O)O (2-hydroxy-naphthalene-3-carboxylic acid). Yield: 74.0%. RXN SMILES: [CH:1]1[C:10]2[C:5](=[CH:6][CH:7]=[CH:8][CH:9]=2)[CH:4]=[CH:3][C:2]=1[OH:11].[OH-].[Na+].[OH-].[K+].C1C(C(N)=O)=CN(C2OC(COP(OP(OCC3OC(N4C5N=CN=C(N)C=5N=C4)C(OP([O-])([O-])=O)C3O)([O-])=O)([O-])=O)C(O)C2O)C=C1.[Na+].[Na+].[Na+].[Na+].C(N(CC(O)=O)CC(O)=O)CN(CC(O)=O)C[C:72]([OH:74])=[O:73]>>[OH:11][C:2]1[C:3]([C:72]([OH:74])=[O:73])=[CH:4][C:5]2[C:10](=[CH:9][CH:8]=[CH:7][CH:6]=2)[CH:1]=1 |f:1.2,3.4,5.6.7.8.9|. Procedure details: An autoclave equipped with stirrer is charged with 1,240 parts of β-naphthol, 608 parts of aqueous sodium hydroxide solution (50% strength by weight), 27 parts of aqueous potassium hydroxide solution (85% strength by weight) and 12 parts of the tetrasodium salt of ethylenediaminetetraacetic acid (dissolved in 50 parts of water). The charge is mixed thoroughly under nitrogen and heated until the internal temperature reaches 260° C. 520 parts of 2-hydroxy-naphthalene-3-carboxylic acid (correspondi... The reactants are C([O-])([O-])=O.[K+].[K+] (potassium carbonate), ClCCl (dichloromethane), C(C1=CC=CC=C1)N1C=CC2=CC(=CC=C12)Br (1-benzyl-5-bromo-1H-indole), C(C)(C)(C)C1=CC=C(C=C1)B(O)O (4-(tert-butyl)phenylboronic acid). The solvent is O (water), O1CCOCC1 (dioxane). Yields the product C(C1=CC=CC=C1)N1C=CC2=CC(=CC=C12)C1=CC=C(C=C1)C(C)(C)C (1-Benzyl-5-[4-(tert-butyl)phenyl]-1H-indole), solid. Yield: 43.0%. RXN SMILES: [CH2:1]([N:8]1[C:16]2[C:11](=[CH:12][C:13](Br)=[CH:14][CH:15]=2)[CH:10]=[CH:9]1)[C:2]1[CH:7]=[CH:6][CH:5]=[CH:4][CH:3]=1.[C:18]([C:22]1[CH:27]=[CH:26][C:25](B(O)O)=[CH:24][CH:23]=1)([CH3:21])([CH3:20])[CH3:19].ClCCl.C(=O)([O-])[O-].[K+].[K+]>O1CCOCC1.O>[CH2:1]([N:8]1[C:16]2[C:11](=[CH:12][C:13]([C:25]3[CH:26]=[CH:27][C:22]([C:18]([CH3:21])([CH3:20])[CH3:19])=[CH:23][CH:24]=3)=[CH:14][CH:15]=2)[CH:10]=[CH:9]1)[C:2]1[CH:7]=[CH:6][CH:5]=[CH:4][CH:3]=1 |f:3.4.5|. Reported procedure: -Benzyl-5-[4-(tert-butyl)phenyl]-1H-indole was prepared by coupling 1-benzyl-5-bromo-1H-indole (1.44 g, 5.03 mmol), and 4-(tert-butyl)phenylboronic acid (1.08 g, 6.07 mmol), using [1,1′-bis(diphenylphosphino)ferrocene]dichloropalladium(II) complex with dichloromethane (1:1) (0.204 g, 0.250 mmol), and potassium carbonate (1.39 g, 10.1 mmol) in dioxane (50 mL) and water (5 mL) following the procedure described in Step 1 of Example 11. Purification by flash chromatography (Biotage apparatus) using ...